This data is from the Open Reaction Database (ORD), a public repository of structured organic reaction records. The task is: describe an organic reaction: reactants, conditions, products, and yield The reactants are TEA, C(=O)(O)C1=CC=C(CBr)C=C1 (4-carboxybenzyl bromide), N1CCCC1 (pyrrolidine), CN(C)C=O (DMF). Reaction conditions: time 16 hour. Yields the product N1(CCCC1)CC1=CC=C(C(=O)OC)C=C1 (Methyl 4-[(1-Pyrrolidinyl)methyl]benzoate). Reaction SMILES: [C:1]([C:4]1[CH:11]=[CH:10][C:7]([CH2:8]Br)=[CH:6][CH:5]=1)([OH:3])=[O:2].[NH:12]1[CH2:16][CH2:15][CH2:14][CH2:13]1.[CH3:17]N(C=O)C>>[N:12]1([CH2:8][C:7]2[CH:10]=[CH:11][C:4]([C:1]([O:3][CH3:17])=[O:2])=[CH:5][CH:6]=2)[CH2:16][CH2:15][CH2:14][CH2:13]1. Procedure details: A solution of 6.20 mL (44.5 mmol) of TEA and 4.70 g (21.8 mmol) of 4-carboxybenzyl bromide in 50 mL of DMF was treated with 2.10 mL (25.2 mmol) of pyrrolidine at 50° C. for 3 h. The reaction mixture was cooled, evaporated in vacuo, and the residue was taken up in 50 mL of MeOH. The solution was treated with a rapid stream of HCl (g) for 15 min, the reaction vessel was sealed and the reaction stirred at ambient temperature for 16 h. Evaporation of the solvent afforded 2.56 g of an oil which was p... Starting materials: CN1CCc2ccc(N)cc2C1, O=C(Cc1cccs1)Nc1cccc(-c2nn3cccc(F)c3c2-c2ccnc(Cl)n2)c1, Cl. Product: CN1CCc2ccc(Nc3nccc(-c4c(-c5cccc(NC(=O)Cc6cccs6)c5)nn5cccc(F)c45)n3)cc2C1. As a reaction SMILES: [CH3:33][N:34]1[CH2:35][c:36]2[cH:37][c:38]([NH2:44])[cH:39][cH:40][c:41]2[CH2:42][CH2:43]1.[Cl:1][c:2]1[n:3][cH:4][cH:5][c:6](-[c:8]2[c:9](-[c:18]3[cH:19][c:20]([NH:24][C:25]([CH2:26][c:27]4[s:28][cH:29][cH:30][cH:31]4)=[O:32])[cH:21][cH:22][cH:23]3)[n:10][n:11]3[c:12]2[c:13]([F:17])[cH:14][cH:15][cH:16]3)[n:7]1.[ClH:45]>>[c:2]1([NH:44][c:38]2[cH:37][c:36]3[c:41]([cH:40][cH:39]2)[CH2:42][CH2:43][N:34]([CH3:33])[CH2:35]3)[n:3][cH:4][cH:5][c:6](-[c:8]2[c:9](-[c:18]3[cH:19][c:20]([NH:24][C:25]([CH2:26][c:27]4[s:28][cH:29][cH:30][cH:31]4)=[O:32])[cH:21][cH:22][cH:23]3)[n:10][n:11]3[c:12]2[c:13]([F:17])[cH:14][cH:15][cH:16]3)[n:7]1. The reactants are Cl (HCl), CCCC1=C(C=CC(=C1O)C(=O)C)O (2,4-dihydroxy-3-propylacetophenone), BrCCC1=CC=C(C(=O)O)C=C1 (para-(β-bromoethyl)benzoic acid), C([O-])([O-])=O.[K+].[K+] (potassium carbonate). Solvent: CC(=O)C (acetone), O (H2O). Product: C(C)(=O)C1=C(C(=C(OCCC2=CC=C(C(=O)O)C=C2)C=C1)CCC)O (4-β-(4-acetyl-3-hydroxy-2-propylphenoxy)ethyl benzoic acid). RXN SMILES: [CH3:1][CH2:2][CH2:3][C:4]1[C:9]([OH:10])=[C:8]([C:11]([CH3:13])=[O:12])[CH:7]=[CH:6][C:5]=1[OH:14].Br[CH2:16][CH2:17][C:18]1[CH:26]=[CH:25][C:21]([C:22]([OH:24])=[O:23])=[CH:20][CH:19]=1.C(=O)([O-])[O-].[K+].[K+].Cl>O.CC(C)=O>[C:11]([C:8]1[CH:7]=[CH:6][C:5]([O:14][CH2:16][CH2:17][C:18]2[CH:26]=[CH:25][C:21]([C:22]([OH:24])=[O:23])=[CH:20][CH:19]=2)=[C:4]([CH2:3][CH2:2][CH3:1])[C:9]=1[OH:10])(=[O:12])[CH3:13] |f:2.3.4|. Procedure: A mixture of 1 g (5.55 mmoles) of 2,4-dihydroxy-3-propylacetophenone, 1.27 g (5.55 mmoles) of para-(β-bromoethyl)benzoic acid, 2.4 g of potassium carbonate, and 50 ml of dry acetone was stirred and refluxed for 3 days. The reaction flask was cooled and the stirred mixture was diluted with H2O and acidified with 6N HCl. Extraction with ethyl acetate and drying with Na2SO4 afforded the crude product after evaporating the ethyl acetate in vacuo. Pure 4-β-(4-acetyl-3-hydroxy-2-propylphenoxy)ethyl be... Solvent: ClCCl (dichloromethane). Starting materials: CC=1C=C(C2=C(C=CO2)C1)N (5-Methylbenzofuran-7-ylamine), C(C)O (ethanol). Yields the product CC=1C=C(C2=C(CCO2)C1)N (5-methyl-2,3-dihydrobenzofuran-7-ylamine). RXN SMILES: [CH3:1][C:2]1[CH:3]=[C:4]([NH2:11])[C:5]2[O:9][CH:8]=[CH:7][C:6]=2[CH:10]=1.C(O)C>ClCCl.[C].[Pd]>[CH3:1][C:2]1[CH:3]=[C:4]([NH2:11])[C:5]2[O:9][CH2:8][CH2:7][C:6]=2[CH:10]=1 |f:3.4|. Reported procedure: 5-Methylbenzofuran-7-ylamine (1.3 g, 8.8 mmol) and 10% palladium carbon (500 mg) were added to ethanol (50 ml), followed by conduction of catalytic reduction at room temperature under ordinary pressure. The catalyst was removed by celite filtration, and the obtained filtrate was condensed under reduced pressure. The residue was dissolved in dichloromethane, dried over anhydrous magnesium sulfate, and then concentrated to dryness under reduced pressure, giving a white powder of 5-methyl-2,3-dihyd... The yield is 87.6%. The reagents and catalysts are [C].[Pd] (palladium carbon).